From a dataset of the Open Reaction Database (ORD), a public repository of structured organic reaction records. describe an organic reaction: reactants, conditions, products, and yield Reactants: C(=O)(O)CCC1=C(OCCCC(=O)O)C=CC=C1CCCCCCOC=1C=C(C=C(C1)C(N(C)C)=O)C1=CC(=C(C=C1)F)F (4-{2-(2-carboxy-ethyl)-3-[6-(5-dimethylcarbamoyl-3′,4′-difluoro-biphenyl-3-yloxy)-hexyl]-phenoxy}-butyric acid), C(C)OC(CCCOC1=C(C(=CC=C1)CCCCCCOC1=CC(=CC(=C1)C1=CSC=C1)C(=O)N1CC(CC1)(F)F)CCC(=O)OCC)=O (4-[3-{6-[3-(3,3-difluoro-pyrrolidine-1-carbonyl)-5-thiophen-3-yl-phenoxy]-hexyl}-2-(2-ethoxycarbonyl-ethyl)-phenoxy]-butyric acid ethyl ester), [OH-].[Na+] (NaOH). The solvent is CCO (EtOH). Product: C(=O)(O)CCC1=C(OCCCC(=O)O)C=CC=C1CCCCCCOC1=CC(=CC(=C1)C1=CSC=C1)C(=O)N1CC(CC1)(F)F (4-(2-(2-carboxy-ethyl)-3-{6-[3-(3,3-difluoro-pyrrolidine-1-carbonyl)-5-thiophen-3-yl-phenoxy]-hexyl}-phenoxy)-butyric acid). The yield is 91.4%. As a reaction SMILES: C(CCC1C(CCCCCCOC2C=C(C3C=CC(F)=C(F)C=3)C=C(C(=O)N(C)C)C=2)=CC=CC=1OCCCC(O)=O)(O)=O.C([O:47][C:48](=[O:93])[CH2:49][CH2:50][CH2:51][O:52][C:53]1[CH:58]=[CH:57][CH:56]=[C:55]([CH2:59][CH2:60][CH2:61][CH2:62][CH2:63][CH2:64][O:65][C:66]2[CH:71]=[C:70]([C:72]3[CH:76]=[CH:75][S:74][CH:73]=3)[CH:69]=[C:68]([C:77]([N:79]3[CH2:83][CH2:82][C:81]([F:85])([F:84])[CH2:80]3)=[O:78])[CH:67]=2)[C:54]=1[CH2:86][CH2:87][C:88]([O:90]CC)=[O:89])C.[OH-].[Na+]>CCO>[C:88]([CH2:87][CH2:86][C:54]1[C:55]([CH2:59][CH2:60][CH2:61][CH2:62][CH2:63][CH2:64][O:65][C:66]2[CH:71]=[C:70]([C:72]3[CH:76]=[CH:75][S:74][CH:73]=3)[CH:69]=[C:68]([C:77]([N:79]3[CH2:83][CH2:82][C:81]([F:84])([F:85])[CH2:80]3)=[O:78])[CH:67]=2)=[CH:56][CH:57]=[CH:58][C:53]=1[O:52][CH2:51][CH2:50][CH2:49][C:48]([OH:93])=[O:47])([OH:90])=[O:89] |f:2.3|. Procedure details: The title compound was prepared by the same method as 4-{2-(2-carboxy-ethyl)-3-[6-(5-dimethylcarbamoyl-3′,4′-difluoro-biphenyl-3-yloxy)-hexyl]-phenoxy}-butyric acid starting from 4-[3-{6-[3-(3,3-difluoro-pyrrolidine-1-carbonyl)-5-thiophen-3-yl-phenoxy]-hexyl}-2-(2-ethoxycarbonyl-ethyl)-phenoxy]-butyric acid ethyl ester (71 mg, 0.11 mmol) and 1.0 N aqueous NaOH (1.1 mL) in EtOH (5 mL) to afford 4-(2-(2-carboxy-ethyl)-3-{6-[3-(3,3-difluoro-pyrrolidine-1-carbonyl)-5-thiophen-3-yl-phenoxy]-hexyl}-ph... RXN SMILES: [Br:17][N:18]1[C:19](=[O:20])[CH2:21][CH2:22][C:23]1=[O:24].[CH3:1][c:2]1[o:3][c:4]2[c:5]([n:6]1)[cH:7][c:8](-[c:11]1[cH:12][cH:13][cH:14][cH:15][cH:16]1)[cH:9][cH:10]2.[Cl:37][C:38]([Cl:39])([Cl:40])[Cl:41].[N:25]#[C:26][C:27]([N:28]=[N:29][C:30]([C:31]#[N:32])([CH3:33])[CH3:34])([CH3:35])[CH3:36]>>[CH2:1]([c:2]1[o:3][c:4]2[c:5]([n:6]1)[cH:7][c:8](-[c:11]1[cH:12][cH:13][cH:14][cH:15][cH:16]1)[cH:9][cH:10]2)[Br:17]. The product is BrCc1nc2cc(-c3ccccc3)ccc2o1. Reactants: O=C1CCC(=O)N1Br, Cc1nc2cc(-c3ccccc3)ccc2o1, ClC(Cl)(Cl)Cl, CC(C)(C#N)N=NC(C)(C)C#N. Reactants: C12(CC3CC(CC(C1)C3)C2)O (1-adamantanol), C(=O)(C)C(=O)C (biacetyl), O=O (oxygen). Reagents/catalysts: C(C)(=O)[O-].[Co+2].C(C)(=O)[O-] (cobalt(II) acetate). Run in C(C)(=O)O (acetic acid). Yields the product C(C)(=O)C12CC3(CC(CC(C1)C3)C2)O (1-acetyl-3-adamantanol), C12(CC3CC(CC(C1)C3)C2)O (1-adamantanol). RXN SMILES: [C:1]12([OH:11])[CH2:10][CH:5]3[CH2:6][CH:7]([CH2:9][CH:3]([CH2:4]3)[CH2:2]1)[CH2:8]2.[C:12](C(C)=O)([CH3:14])=[O:13].O=O>C([O-])(=O)C.[Co+2].C([O-])(=O)C.C(O)(=O)C>[C:12]([C:3]12[CH2:4][CH:5]3[CH2:6][CH:7]([CH2:8][C:1]([OH:11])([CH2:10]3)[CH2:2]1)[CH2:9]2)(=[O:13])[CH3:14].[C:1]12([OH:11])[CH2:8][CH:7]3[CH2:6][CH:5]([CH2:4][CH:3]([CH2:9]3)[CH2:2]1)[CH2:10]2 |f:3.4.5|. Procedure: A mixture of 0.3 mol of 1-adamantanol, 1.8 mol of biacetyl, 1.5 mmole of cobalt(II) acetate, and 300 ml of acetic acid was stirred at 60° C. in an oxygen atmosphere (1 atm) for 4 hours. The reaction mixture was concentrated to about 20% by weight, and was extracted with ethyl acetate, was dried, and was washed with hexane to yield 1-acetyl-3-adamantanol in a yield of 20% with a conversion rate from 1-adamantanol of 82%. The reactants are NC=1SC=CN1 (2-aminothiazole), CC1=C(C(=CC=C1)C)[N+]#[C-] (2,6-dimethylphenylisonitrile), N1=CC=C(C=C1)C=O (4-pyridinecarbaldehyde). The solvent is Cl(=O)(=O)(=O)O (perchloric acid). Product: CC1=C(C(=CC=C1)C)NC1=C(N=C2SC=CN21)C2=CC=NC=C2 ((2,6-Dimethyl-phenyl)-(6-pyridin-4-yl-imidazo[2,1-b]thiazol-5-yl)-amine). As a reaction SMILES: [NH2:1][C:2]1[S:3][CH:4]=[CH:5][N:6]=1.[CH3:7][C:8]1[CH:13]=[CH:12][CH:11]=[C:10]([CH3:14])[C:9]=1[N+:15]#[C-:16].[N:17]1[CH:22]=[CH:21][C:20]([CH:23]=O)=[CH:19][CH:18]=1>Cl(O)(=O)(=O)=O>[CH3:7][C:8]1[CH:13]=[CH:12][CH:11]=[C:10]([CH3:14])[C:9]=1[NH:15][C:16]1[N:6]2[C:2]([S:3][CH:4]=[CH:5]2)=[N:1][C:23]=1[C:20]1[CH:21]=[CH:22][N:17]=[CH:18][CH:19]=1. Reported procedure: Compound 21 was prepared in accordance with the general synthesis instructions from 1.0 ml (0.1 mmol) 2-aminothiazole solution (0.1 M, MC), 0.575 ml (0.115 mmol) 2,6-dimethylphenylisonitrile solution (0.2 M, MC), 0.500 ml (0.15 mmol) 4-pyridinecarbaldehyde solution (0.3 M, MC) and 10 μl perchloric acid (w=20%) in a substance library. Reactants: NN (Hydrazine), NC1=NC=2C=CC=CC2C2=C1N=C(N2CC(C)(C)O)CON2C(C1=CC=CC=C1C2=O)=O (2-{[4-amino-1-(2-hydroxy-2-methylpropyl)-1H-imidazo[4,5-c]quinolin-2-yl]methoxy}-1H-isoindole-1,3(2H)-dione). The solvent is C(C)O (ethanol), C(C)O (ethanol). Conditions: time 5 minute. The product is NC1=NC=2C=CC=CC2C2=C1N=C(N2CC(C)(O)C)CON (1-{4-amino-2-[(aminooxy)methyl]-1H-imidazo[4,5-c]quinolin-1-yl}-2-methylpropan-2-ol). Isolated yield 95.3%. Reaction SMILES: NN.[NH2:3][C:4]1[C:13]2[N:14]=[C:15]([CH2:22][O:23][N:24]3C(=O)C4C(=CC=CC=4)C3=O)[N:16]([CH2:17][C:18]([OH:21])([CH3:20])[CH3:19])[C:12]=2[C:11]2[CH:10]=[CH:9][CH:8]=[CH:7][C:6]=2[N:5]=1>C(O)C>[NH2:3][C:4]1[C:13]2[N:14]=[C:15]([CH2:22][O:23][NH2:24])[N:16]([CH2:17][C:18]([CH3:20])([OH:21])[CH3:19])[C:12]=2[C:11]2[CH:10]=[CH:9][CH:8]=[CH:7][C:6]=2[N:5]=1. Reported procedure: Hydrazine (20 mL) was added to a stirred suspension of 2-{[4-amino-1-(2-hydroxy-2-methylpropyl)-1H-imidazo[4,5-c]quinolin-2-yl]methoxy}-1H-isoindole-1,3(2H)-dione (14.0 g, 32.4 mmol) in ethanol (100 mL). The mixture was stirred at room temperature and after 5 minutes a solution formed. After 1 hour, a solid began to form and additional ethanol (100 mL) was added. After 4.5 hours, the solid was isolated by filtration, washed with dichloromethane, and dried to yield 9.30 g of 1-{4-amino-2-[(aminoo... Reactants: COc1ccc(C(=O)O)cc1C=Cc1ccc(Cl)cc1, CCC(N)COC. The product is CCC(COC)NC(=O)c1ccc(OC)c(C=Cc2ccc(Cl)cc2)c1. Reaction SMILES: [Cl:1][c:2]1[cH:3][cH:4][c:5]([CH:8]=[CH:9][c:10]2[cH:11][c:12]([C:13](=[O:14])[OH:15])[cH:16][cH:17][c:18]2[O:19][CH3:20])[cH:6][cH:7]1.[NH2:21][CH:22]([CH2:23][O:24][CH3:25])[CH2:26][CH3:27]>>[Cl:1][c:2]1[cH:3][cH:4][c:5]([CH:8]=[CH:9][c:10]2[cH:11][c:12]([C:13](=[O:15])[NH:21][CH:22]([CH2:23][O:24][CH3:25])[CH2:26][CH3:27])[cH:16][cH:17][c:18]2[O:19][CH3:20])[cH:6][cH:7]1. The reactants are CC(C)(C)OC(=O)NN, CCN=C=NCCCN(C)C, O=C(O)c1cc(F)c(F)c(Cl)c1NC1CC1, ClCCl. The product is CC(C)(C)OC(=O)N(N)C(=O)c1cc(F)c(F)c(Cl)c1NC1CC1. As a reaction SMILES: [C:17]([NH:18][NH2:19])(=[O:20])[O:21][C:22]([CH3:23])([CH3:24])[CH3:25].[CH2:26]([N:27]=[C:28]=[N:29][CH2:30][CH2:31][CH2:32][N:33]([CH3:34])[CH3:35])[CH3:36].[Cl:1][c:2]1[c:3]([NH:13][CH:14]2[CH2:15][CH2:16]2)[c:4]([C:5](=[O:6])[OH:7])[cH:8][c:9]([F:12])[c:10]1[F:11].[Cl:37][CH2:38][Cl:39]>>[Cl:1][c:2]1[c:3]([NH:13][CH:14]2[CH2:15][CH2:16]2)[c:4]([C:5](=[O:7])[N:18]([C:17](=[O:20])[O:21][C:22]([CH3:23])([CH3:24])[CH3:25])[NH2:19])[cH:8][c:9]([F:12])[c:10]1[F:11]. The reactants are c12nc([nH]c2cccc1C(=O)O)C. Reagents/catalysts: c1ccc(cc1)-c2c3ccccc3cc4ccccc24 (9-Phenylanthracene), Cl (HCl), [Zn] (Zn). Run in CC(C)O (IPA), O (H2O). Conditions: temperature 50 celsius, time 18 hour. The product is Cc1nc2C(CCCc2[nH]1)C(=O)O. As a reaction SMILES: [CH3:1][c:2]1[nH:10][c:9]([c:4]2[n:3]1)[cH:8][cH:7][cH:6][c:5]2[C:11]([OH:13])=[O:12]>>[CH3:1][c:2]1[nH:10][c:9]([c:4]2[n:3]1)[CH2:8][CH2:7][CH2:6][CH:5]2[C:11]([OH:13])=[O:12]. The reactants are CCOC(=O)CCBr, O=C([O-])[O-], CCOC(=O)CCCl, [Cs+], [Cs+], CN(C)C=O, N#Cc1ccc2[nH]ncc2c1. Yields the product CCOC(=O)CCn1ncc2cc(C#N)ccc21. RXN SMILES: [Br:18][CH2:19][CH2:20][C:21](=[O:22])[O:23][CH2:24][CH3:25].[C:12](=[O:13])([O-:14])[O-:15].[Cl:26][CH2:27][CH2:28][C:29]([O:30][CH2:31][CH3:32])=[O:33].[Cs+:16].[Cs+:17].[O:34]=[CH:35][N:36]([CH3:37])[CH3:38].[nH:1]1[n:2][cH:3][c:4]2[cH:5][c:6]([C:10]#[N:11])[cH:7][cH:8][c:9]12>>[n:1]1([CH2:19][CH2:20][C:21](=[O:22])[O:23][CH2:24][CH3:25])[n:2][cH:3][c:4]2[cH:5][c:6]([C:10]#[N:11])[cH:7][cH:8][c:9]12.